This data is from the Open Reaction Database (ORD), a public repository of structured organic reaction records. The task is: describe an organic reaction: reactants, conditions, products, and yield Reactants: CS(=O)(=O)Nc1ccc(C(=O)O)cc1, Cc1cccc(CCN2CCNCC2)n1, C(=NC1CCCCC1)=NC1CCCCC1, CN(C)C=O, O, On1nnc2ccccc21. Product: Cc1cccc(CCN2CCN(C(=O)c3ccc(NS(C)(=O)=O)cc3)CC2)n1. RXN SMILES: [CH3:1][S:2](=[O:3])(=[O:4])[NH:5][c:6]1[cH:7][cH:8][c:9]([C:10](=[O:11])[OH:12])[cH:13][cH:14]1.[CH3:41][c:42]1[cH:43][cH:44][cH:45][c:46]([CH2:48][CH2:49][N:50]2[CH2:51][CH2:52][NH:53][CH2:54][CH2:55]2)[n:47]1.[CH:26]1([N:27]=[C:28]=[N:29][CH:30]2[CH2:31][CH2:32][CH2:33][CH2:34][CH2:35]2)[CH2:36][CH2:37][CH2:38][CH2:39][CH2:40]1.[O:56]=[CH:57][N:58]([CH3:59])[CH3:60].[OH2:15].[OH:16][n:17]1[c:18]2[cH:19][cH:20][cH:21][cH:22][c:23]2[n:24][n:25]1>>[CH3:1][S:2](=[O:3])(=[O:4])[NH:5][c:6]1[cH:7][cH:8][c:9]([C:10](=[O:12])[N:53]2[CH2:52][CH2:51][N:50]([CH2:49][CH2:48][c:46]3[cH:45][cH:44][cH:43][c:42]([CH3:41])[n:47]3)[CH2:55][CH2:54]2)[cH:13][cH:14]1. The reactants are [Al+3], N#CC1(c2ccccc2)CCN(Cc2ccccc2)CC1, C1CCOC1, [H-], [H-], [H-], [H-], [Li+]. Yields the product NCC1(c2ccccc2)CCN(Cc2ccccc2)CC1. As a reaction SMILES: [Al+3:23].[CH2:1]([c:2]1[cH:3][cH:4][cH:5][cH:6][cH:7]1)[N:8]1[CH2:9][CH2:10][C:11]([C:14]#[N:15])([c:16]2[cH:17][cH:18][cH:19][cH:20][cH:21]2)[CH2:12][CH2:13]1.[CH2:28]1[O:29][CH2:30][CH2:31][CH2:32]1.[H-:22].[H-:25].[H-:26].[H-:27].[Li+:24]>>[CH2:1]([c:2]1[cH:3][cH:4][cH:5][cH:6][cH:7]1)[N:8]1[CH2:9][CH2:10][C:11]([CH2:14][NH2:15])([c:16]2[cH:17][cH:18][cH:19][cH:20][cH:21]2)[CH2:12][CH2:13]1. The reactants are BrC(CC(=O)OC)C=O (methyl 3-bromo-4-oxobutanoate), NC(=O)N (urea). Run in CN(C)C=O (DMF). Reaction conditions: temperature 110 celsius. Product: NC=1OC(=CN1)CC(=O)OC (methyl 2-(2-aminooxazol-5-yl)acetate). Isolated yield 18.0%. Reaction SMILES: Br[CH:2]([CH:8]=O)[CH2:3][C:4]([O:6][CH3:7])=[O:5].[NH2:10][C:11]([NH2:13])=[O:12]>CN(C=O)C>[NH2:13][C:11]1[O:12][C:2]([CH2:3][C:4]([O:6][CH3:7])=[O:5])=[CH:8][N:10]=1. Reported procedure: A 250-mL round bottom flask was charged with methyl 3-bromo-4-oxobutanoate (5.00 g, 25.6 mmol) and urea (2.08 g, 34.6 mmol) in DMF (15 mL) and heated to 110° C. for 30 minutes. After this time, the mixture was cooled to room temperature and concentrated under reduced pressure. The residue was absorbed onto silica and purified by chromatography on silica using dichloromethane/(89:9:1 dichloromethane/methane/conc. NH4OH) (10:0 to 0:10) as eluent, to afford the title compound (0.72 g, 18%) as a red...